Dataset: the Open Reaction Database (ORD), a public repository of structured organic reaction records. Task: describe an organic reaction: reactants, conditions, products, and yield The reactants are CC(C)(C#N)c1cccc(C(=O)O)c1, CCN(C(C)C)C(C)C, CN(C)C=O, O=C(Cl)C(=O)Cl, COc1ccc(N)cc1O, O. Yields the product COc1ccc(NC(=O)c2cccc(C(C)(C)C#N)c2)cc1O. Reaction SMILES: [C:1](#[N:2])[C:3]([CH3:4])([CH3:5])[c:6]1[cH:7][c:8]([C:9](=[O:10])[OH:11])[cH:12][cH:13][cH:14]1.[CH2:30]([N:31]([CH:32]([CH3:33])[CH3:34])[CH:35]([CH3:36])[CH3:37])[CH3:38].[CH3:15][N:16]([CH3:17])[CH:18]=[O:19].[Cl:39][C:40]([C:41]([Cl:42])=[O:43])=[O:44].[NH2:20][c:21]1[cH:22][cH:23][c:24]([O:28][CH3:29])[c:25]([OH:27])[cH:26]1.[OH2:45]>>[C:1](#[N:2])[C:3]([CH3:4])([CH3:5])[c:6]1[cH:7][c:8]([C:9](=[O:11])[NH:20][c:21]2[cH:22][cH:23][c:24]([O:28][CH3:29])[c:25]([OH:27])[cH:26]2)[cH:12][cH:13][cH:14]1. The reactants are Cc1cccc2c(C3=CCNCC3)c[nH]c12, CN(C)C=O, ClCCCOc1cccc2[nH]ccc12, [K+], [K+], O=C([O-])[O-]. Product: Cc1cccc2c(C3=CCN(CCCOc4cccc5[nH]ccc45)CC3)c[nH]c12. Reaction SMILES: [CH3:15][c:16]1[cH:17][cH:18][cH:19][c:20]2[c:21]([C:25]3=[CH:30][CH2:29][NH:28][CH2:27][CH2:26]3)[cH:22][nH:23][c:24]12.[CH3:37][N:38]([CH3:39])[CH:40]=[O:41].[Cl:1][CH2:2][CH2:3][CH2:4][O:5][c:6]1[c:7]2[cH:8][cH:9][nH:10][c:11]2[cH:12][cH:13][cH:14]1.[K+:31].[K+:32].[O-:33][C:34]([O-:35])=[O:36]>>[CH2:2]([CH2:3][CH2:4][O:5][c:6]1[c:7]2[cH:8][cH:9][nH:10][c:11]2[cH:12][cH:13][cH:14]1)[N:28]1[CH2:27][CH2:26][C:25]([c:21]2[c:20]3[cH:19][cH:18][cH:17][c:16]([CH3:15])[c:24]3[nH:23][cH:22]2)=[CH:30][CH2:29]1. Reaction SMILES: [Cl:1][CH2:2][c:3]1[s:4][c:5]2[n:6][cH:7][cH:8][cH:9][c:10]2[n:11]1.[N:12]1([c:18]2[c:19]([C:20]#[N:21])[cH:22][cH:23][cH:24][cH:25]2)[CH2:13][CH2:14][NH:15][CH2:16][CH2:17]1>>[CH2:2]([c:3]1[s:4][c:5]2[n:6][cH:7][cH:8][cH:9][c:10]2[n:11]1)[N:15]1[CH2:14][CH2:13][N:12]([c:18]2[c:19]([C:20]#[N:21])[cH:22][cH:23][cH:24][cH:25]2)[CH2:17][CH2:16]1. Product: N#Cc1ccccc1N1CCN(Cc2nc3cccnc3s2)CC1. Starting materials: ClCc1nc2cccnc2s1, N#Cc1ccccc1N1CCNCC1. Reactants: COc1ccc(C(=O)CBr)cc1, CN(C)C=O, CCOC(C)=O, [H-], [Na+], CCCc1cc(=O)[nH]c(=O)n1Cc1ccc(-c2ccccc2C#N)cc1. Product: CCCc1cc(=O)n(CC(=O)c2ccc(OC)cc2)c(=O)n1Cc1ccc(-c2ccccc2C#N)cc1. RXN SMILES: [Br:27][CH2:28][C:29](=[O:30])[c:31]1[cH:32][cH:33][c:34]([O:37][CH3:38])[cH:35][cH:36]1.[CH3:39][N:40]([CH3:41])[CH:42]=[O:43].[CH3:46][CH2:47][O:48][C:49](=[O:50])[CH3:51].[H-:44].[Na+:45].[O:1]=[c:2]1[n:3]([CH2:12][c:13]2[cH:14][cH:15][c:16](-[c:19]3[c:20]([C:25]#[N:26])[cH:21][cH:22][cH:23][cH:24]3)[cH:17][cH:18]2)[c:4]([CH2:9][CH2:10][CH3:11])[cH:5][c:6](=[O:8])[nH:7]1>>[O:1]=[c:2]1[n:3]([CH2:12][c:13]2[cH:14][cH:15][c:16](-[c:19]3[c:20]([C:25]#[N:26])[cH:21][cH:22][cH:23][cH:24]3)[cH:17][cH:18]2)[c:4]([CH2:9][CH2:10][CH3:11])[cH:5][c:6](=[O:8])[n:7]1[CH2:28][C:29](=[O:30])[c:31]1[cH:32][cH:33][c:34]([O:37][CH3:38])[cH:35][cH:36]1. Reactants: C(C)OC(CNC1=NC=CC=C1NC(C1=CC(=C(C=C1)Cl)Cl)=O)=O (N-[3-[(3,4-dichlorobenzoyl)amino]-2-pyridinyl]glycine ethyl ester). The solvent is C(CO)O (ethylene glycol). Yields the product C(C)OC(CN1C(=NC=2C1=NC=CC2)C2=CC(=C(C=C2)Cl)Cl)=O (2-(3,4-Dichlorophenyl)-3H-imidazo[4,5-b]pyridine-3-acetic acid ethyl ester). RXN SMILES: [CH2:1]([O:3][C:4](=[O:24])[CH2:5][NH:6][C:7]1[C:12]([NH:13][C:14](=O)[C:15]2[CH:20]=[CH:19][C:18]([Cl:21])=[C:17]([Cl:22])[CH:16]=2)=[CH:11][CH:10]=[CH:9][N:8]=1)[CH3:2]>C(O)CO>[CH2:1]([O:3][C:4](=[O:24])[CH2:5][N:6]1[C:7]2=[N:8][CH:9]=[CH:10][CH:11]=[C:12]2[N:13]=[C:14]1[C:15]1[CH:20]=[CH:19][C:18]([Cl:21])=[C:17]([Cl:22])[CH:16]=1)[CH3:2]. Reported procedure: A mixture of N-[3-[(3,4-dichlorobenzoyl)amino]-2-pyridinyl]glycine ethyl ester (33 g, 0.09 mole) and 167 ml of ethylene glycol was heated at reflux for 11/2 hr. The material crystallized upon cooling. A small portion of the solid was collected by filtration, washed with water, and dried under high vacuum. The solid was recrystallized from ethanol with refrigeration, collected by filtration, washed with ethanol/water mixture, and dried under high vacuum at 70° C. over 2 days to give 2.0 g, mp 141...